This data is from the Open Reaction Database (ORD), a public repository of structured organic reaction records. The task is: describe an organic reaction: reactants, conditions, products, and yield Reactants: O=C([O-])[O-], ClCc1ccccc1, COc1cc(C=O)cc(Cl)c1O, [Cs+], [Cs+], CN(C)C=O. Product: COc1cc(C=O)cc(Cl)c1OCc1ccccc1. As a reaction SMILES: [C:13](=[O:14])([O-:15])[O-:16].[Cl:19][CH2:20][c:21]1[cH:22][cH:23][cH:24][cH:25][cH:26]1.[Cl:1][c:2]1[cH:3][c:4]([CH:5]=[O:6])[cH:7][c:8]([O:11][CH3:12])[c:9]1[OH:10].[Cs+:17].[Cs+:18].[O:27]=[CH:28][N:29]([CH3:30])[CH3:31]>>[Cl:1][c:2]1[cH:3][c:4]([CH:5]=[O:6])[cH:7][c:8]([O:11][CH3:12])[c:9]1[O:10][CH2:20][c:21]1[cH:22][cH:23][cH:24][cH:25][cH:26]1. The reactants are ClC1=NC=C(C(=O)OCC)C=C1 (ethyl 6-chloronicotinate), FCC(CF)O (1,3-difluoro-2-propanol), [OH-].[Li+] (lithium hydroxide). Product: FCC(OC1=NC=C(C(=O)O)C=C1)CF (6-[2-fluoro-1-(fluoromethyl)ethoxy]nicotinic acid). Isolated yield 47.0%. As a reaction SMILES: Cl[C:2]1[CH:12]=[CH:11][C:5]([C:6]([O:8]CC)=[O:7])=[CH:4][N:3]=1.[F:13][CH2:14][CH:15]([OH:18])[CH2:16][F:17].[OH-].[Li+]>>[F:13][CH2:14][CH:15]([CH2:16][F:17])[O:18][C:2]1[CH:12]=[CH:11][C:5]([C:6]([OH:8])=[O:7])=[CH:4][N:3]=1 |f:2.3|. Reported procedure: The title compound was synthesized as described for Intermediate example I-81 in 47% yield starting from ethyl 6-chloronicotinate and 1,3-difluoro-2-propanol. The reduction was performed using 3 equiv of lithium hydroxide, the reaction mixture was stirred at ambient temperature over night; 1H NMR (400 MHz, DMSO-d6) δ ppm 8.71 (d, 1 H), 8.19 (dd, 1 H), 6.99 (d, 1 H), 5.62-5.80 (m, 1 H), 4.77-4.87 (m, 2 H), 4.65-4.75 (m, 2 H); MS (ESI) m/z 216[M−H+]. Reactants: O[C@H]1CS[C@H]2N(C1)C([C@H]2NC(CC2=CC=CC=C2)=O)=O ((3R,6R,7R)-3-hydroxy-7-phenylacetamidocepham), C(C)(=O)OC(C)=O (acetic anhydride), C(Cl)(Cl)Cl (chloroform). Solvent: C(C)(=O)OCC (ethyl acetate), CS(=O)C (dimethylsulphoxide), C(C)(=O)OCC (ethyl acetate), C1=CC=CC=C1 (benzene). Conditions: time 16 hour. The product is O=C1CS[C@H]2N(C1)C([C@H]2NC(CC2=CC=CC=C2)=O)=O ((6R,7R)-3-oxo-7-phenylacetamidocepham). Yield: 23.8%. RXN SMILES: [OH:1][C@@H:2]1[CH2:7][N:6]2[C:8](=[O:20])[C@@H:9]([NH:10][C:11](=[O:19])[CH2:12][C:13]3[CH:18]=[CH:17][CH:16]=[CH:15][CH:14]=3)[C@H:5]2[S:4][CH2:3]1.C(OC(=O)C)(=O)C.C(Cl)(Cl)Cl>CS(C)=O.C(OCC)(=O)C.C1C=CC=CC=1>[O:1]=[C:2]1[CH2:7][N:6]2[C:8](=[O:20])[C@@H:9]([NH:10][C:11](=[O:19])[CH2:12][C:13]3[CH:18]=[CH:17][CH:16]=[CH:15][CH:14]=3)[C@H:5]2[S:4][CH2:3]1. Reported procedure: To a solution of (3R,6R,7R)-3-hydroxy-7-phenylacetamidocepham (1.4 g., 4.78 mmole) in dimethylsulphoxide (25 ml.) was added acetic anhydride (5 ml.). The reaction mixture was kept at 22° for 16 hours, diluted with ethyl acetate, and washed with water and sodium bicarbonate solution. Removal of the solvent gave a crystalline solid (1.23 g.) which was dissolved in benzene:ethyl acetate: chloroform = 2:2:1 (10 ml.) and adsorbed on a 10 × 2.5 cm column of silica gel. Elution with the same solvent mi... Reactants: CCOC(=O)Cn1c(C)cc2cc(F)ccc21, CC[SiH](CC)CC, O=Cc1ccccc1S(=O)(=O)C1CCCCC1, ClCCl, O=C(O)C(F)(F)F, [Na+], O=C([O-])O. Product: CCOC(=O)Cn1c(C)c(Cc2ccccc2S(=O)(=O)C2CCCCC2)c2cc(F)ccc21. RXN SMILES: [CH2:1]([CH3:2])[O:3][C:4]([CH2:5][n:6]1[c:7]([CH3:16])[cH:8][c:9]2[cH:10][c:11]([F:15])[cH:12][cH:13][c:14]12)=[O:17].[CH2:35]([SiH:36]([CH2:37][CH3:38])[CH2:39][CH3:40])[CH3:41].[CH:18]1([S:24](=[O:25])(=[O:26])[c:27]2[c:28]([CH:29]=[O:30])[cH:31][cH:32][cH:33][cH:34]2)[CH2:19][CH2:20][CH2:21][CH2:22][CH2:23]1.[Cl:54][CH2:55][Cl:56].[F:42][C:43]([F:44])([F:45])[C:46]([OH:47])=[O:48].[Na+:53].[O-:49][C:50]([OH:51])=[O:52]>>[CH2:1]([CH3:2])[O:3][C:4]([CH2:5][n:6]1[c:7]([CH3:16])[c:8]([CH2:29][c:28]2[c:27]([S:24]([CH:18]3[CH2:19][CH2:20][CH2:21][CH2:22][CH2:23]3)(=[O:25])=[O:26])[cH:34][cH:33][cH:32][cH:31]2)[c:9]2[cH:10][c:11]([F:15])[cH:12][cH:13][c:14]12)=[O:17]. Reactants: COC(=O)c1ccc(-c2ccc(CCNCc3ccccc3)cc2)cc1, CCO, Clc1ccc(C2CO2)cn1. Product: COC(=O)c1ccc(-c2ccc(CCN(Cc3ccccc3)CC(O)c3ccc(Cl)nc3)cc2)cc1. As a reaction SMILES: [CH2:1]([c:2]1[cH:3][cH:4][cH:5][cH:6][cH:7]1)[NH:8][CH2:9][CH2:10][c:11]1[cH:12][cH:13][c:14](-[c:17]2[cH:18][cH:19][c:20]([C:23](=[O:24])[O:25][CH3:26])[cH:21][cH:22]2)[cH:15][cH:16]1.[CH3:37][CH2:38][OH:39].[Cl:27][c:28]1[n:29][cH:30][c:31]([CH:34]2[O:35][CH2:36]2)[cH:32][cH:33]1>>[CH2:1]([c:2]1[cH:3][cH:4][cH:5][cH:6][cH:7]1)[N:8]([CH2:9][CH2:10][c:11]1[cH:12][cH:13][c:14](-[c:17]2[cH:18][cH:19][c:20]([C:23](=[O:24])[O:25][CH3:26])[cH:21][cH:22]2)[cH:15][cH:16]1)[CH2:36][CH:34]([c:31]1[cH:30][n:29][c:28]([Cl:27])[cH:33][cH:32]1)[OH:35].